From a dataset of the Open Reaction Database (ORD), a public repository of structured organic reaction records. describe an organic reaction: reactants, conditions, products, and yield The reactants are CCOC(=O)CBr, CC(=O)[O-], CC(=O)[O-], CC1(C)CCC(C)(C)c2cc(C=O)ccc21, CC(=O)O, [Cu+2], [Cu], O=[Cr](=O)=O, C1CCOC1, O, O, O=S(=O)(O)O, [Zn], [Zn]. Yields the product CCOC(=O)CC(=O)c1ccc2c(c1)C(C)(C)CCC2(C)C. As a reaction SMILES: [Br:17][CH2:18][C:19](=[O:20])[O:21][CH2:22][CH3:23].[C:45]([O-:46])(=[O:47])[CH3:48].[C:50]([O-:51])(=[O:52])[CH3:53].[CH3:1][C:2]1([CH3:16])[c:3]2[cH:4][cH:5][c:6]([CH:14]=[O:15])[cH:7][c:8]2[C:9]([CH3:12])([CH3:13])[CH2:10][CH2:11]1.[CH3:28][C:29](=[O:30])[OH:31].[Cu+2:49].[Cu:54].[O:24]=[Cr:25](=[O:26])=[O:27].[O:32]1[CH2:33][CH2:34][CH2:35][CH2:36]1.[OH2:37].[OH2:44].[S:38](=[O:39])(=[O:40])([OH:41])[OH:42].[Zn:43].[Zn:55]>>[CH3:1][C:2]1([CH3:16])[c:3]2[cH:4][cH:5][c:6]([C:14](=[O:15])[CH2:18][C:19](=[O:20])[O:21][CH2:22][CH3:23])[cH:7][c:8]2[C:9]([CH3:12])([CH3:13])[CH2:10][CH2:11]1. Yields the product CC(c1ccc(Oc2ccc(C(=O)O)c(C(F)(F)F)c2)cc1Cl)C(O)(c1ccc2c(c1)N(C)C(=O)CO2)C(F)(F)F. As a reaction SMILES: [CH3:41][C:42](=[CH:43][CH3:44])[CH3:45].[CH3:57][C:58]([OH:59])([CH3:60])[CH3:61].[Cl+:46]([O-:47])[O-:48].[Cl:1][c:2]1[cH:3][c:4]([O:5][c:6]2[cH:7][c:8]([C:14]([F:15])([F:16])[F:17])[c:9]([CH:10]=[O:11])[cH:12][cH:13]2)[cH:18][cH:19][c:20]1[CH:21]([C:22]([C:23]([F:24])([F:25])[F:26])([c:27]1[cH:28][cH:29][c:30]2[c:31]([cH:38]1)[N:32]([CH3:37])[C:33](=[O:36])[CH2:34][O:35]2)[OH:39])[CH3:40].[ClH:56].[Na+:49].[Na+:55].[OH2:62].[P:50]([O-:51])([OH:52])([OH:53])=[O:54]>>[Cl:1][c:2]1[cH:3][c:4]([O:5][c:6]2[cH:7][c:8]([C:14]([F:15])([F:16])[F:17])[c:9]([C:10](=[O:11])[OH:47])[cH:12][cH:13]2)[cH:18][cH:19][c:20]1[CH:21]([C:22]([C:23]([F:24])([F:25])[F:26])([c:27]1[cH:28][cH:29][c:30]2[c:31]([cH:38]1)[N:32]([CH3:37])[C:33](=[O:36])[CH2:34][O:35]2)[OH:39])[CH3:40]. The reactants are CC=C(C)C, CC(C)(C)O, [O-][Cl+][O-], CC(c1ccc(Oc2ccc(C=O)c(C(F)(F)F)c2)cc1Cl)C(O)(c1ccc2c(c1)N(C)C(=O)CO2)C(F)(F)F, Cl, [Na+], [Na+], O, O=P([O-])(O)O.